Dataset: the Open Reaction Database (ORD), a public repository of structured organic reaction records. Task: describe an organic reaction: reactants, conditions, products, and yield The reactants are C1CCOC1, CCOC(C)=O, CC(C)(C)OC(=O)Nc1cccc(Cl)n1, COC(=O)Cl, Cl, [Li]CCCC. The product is COC(=O)c1ccc(Cl)nc1NC(=O)OC(C)(C)C. RXN SMILES: [CH2:27]1[O:28][CH2:29][CH2:30][CH2:31]1.[CH3:32][CH2:33][O:34][C:35](=[O:36])[CH3:37].[Cl:1][c:2]1[cH:3][cH:4][cH:5][c:6]([NH:8][C:9]([O:10][C:11]([CH3:12])([CH3:13])[CH3:14])=[O:15])[n:7]1.[Cl:21][C:22](=[O:23])[O:24][CH3:25].[ClH:26].[Li:16][CH2:17][CH2:18][CH2:19][CH3:20]>>[Cl:1][c:2]1[cH:3][cH:4][c:5]([C:22](=[O:23])[O:24][CH3:25])[c:6]([NH:8][C:9]([O:10][C:11]([CH3:12])([CH3:13])[CH3:14])=[O:15])[n:7]1. Yields the product [N+](=O)([O-])C1=CC=C2C(=CNC2=C1)C(=O)N (6-nitro-1H-indole-3-carboxylic acid-amide). Solvent: O1CCOCC1 (dioxane), O1CCCC1 (tetrahydrofuran), C1(=CC=CC=C1)C (toluene), ClCCl (dichloromethane). RXN SMILES: [N+:1]([C:4]1[CH:12]=[C:11]2[C:7]([C:8]([C:13]([OH:15])=O)=[CH:9][NH:10]2)=[CH:6][CH:5]=1)([O-:3])=[O:2].S(Cl)(Cl)=O.[NH3:20]>C1(C)C=CC=CC=1.ClCCl.O1CCCC1.O1CCOCC1>[N+:1]([C:4]1[CH:12]=[C:11]2[C:7]([C:8]([C:13]([NH2:20])=[O:15])=[CH:9][NH:10]2)=[CH:6][CH:5]=1)([O-:3])=[O:2]. The reactants are S(=O)(Cl)Cl (thionyl chloride), N (ammonia), [N+](=O)([O-])C1=CC=C2C(=CNC2=C1)C(=O)O (6-nitro-1H-indole-3-carboxylic acid), solution. Reported procedure: 250 mg 6-nitro-1H-indole-3-carboxylic acid are dissolved in 10 ml of toluene, combined with 3 ml of thionyl chloride and refluxed for 1 hour. Then the volatile constituents are eliminated in vacuo, the residue is taken up in dichloromethane and this is in turn eliminated in vacuo. Then it is taken up in 10 ml of tetrahydrofuran, combined with 6 ml of a 0.5 M solution of ammonia in dioxane and heated to 60° C. for 12 hours. The solvents are eliminated in vacuo, the residue is extracted from 1 N h... Reaction conditions: temperature 60 celsius. Starting materials: [OH-].[Na+] (sodium hydroxide), solution, Cl (hydrochloric acid), C(C)(C)(C)OC(=O)N1C[C@@H]([C@@H](CC1)CCC(=O)C1=C(C=NC2=CC=C(C=C12)OC)F)C(=O)OC (methyl (3R,4R)-1-tert-butyloxycarbonyl-4-[3-(3-fluoro-6-methoxyquinolin-4-yl)-3-oxopropyl]piperidine-3-carboxylate). The solvent is C(C)(=O)OCC (ethyl acetate), C(C)(=O)OCC (ethyl acetate), CO (MeOH), C(C)(=O)OCC (ethyl acetate). Conditions: temperature 20 celsius, time 4 hour. Product: FC=1C=NC2=CC=C(C=C2C1C(CC[C@H]1[C@H](CNCC1)C(=O)OC)=O)OC (methyl (3R,4R)-4-[3-(3-fluoro-6-methoxyquinolin-4-yl)-3-oxopropyl]-piperidine-3-carboxylate). The yield is 86.1%. Reaction SMILES: Cl.C(OC([N:9]1[CH2:14][CH2:13][C@@H:12]([CH2:15][CH2:16][C:17]([C:19]2[C:28]3[C:23](=[CH:24][CH:25]=[C:26]([O:29][CH3:30])[CH:27]=3)[N:22]=[CH:21][C:20]=2[F:31])=[O:18])[C@@H:11]([C:32]([O:34][CH3:35])=[O:33])[CH2:10]1)=O)(C)(C)C.[OH-].[Na+]>C(OCC)(=O)C.CO>[F:31][C:20]1[CH:21]=[N:22][C:23]2[C:28]([C:19]=1[C:17](=[O:18])[CH2:16][CH2:15][C@@H:12]1[CH2:13][CH2:14][NH:9][CH2:10][C@@H:11]1[C:32]([O:34][CH3:35])=[O:33])=[CH:27][C:26]([O:29][CH3:30])=[CH:25][CH:24]=2 |f:2.3|. Procedure: 9 cm3 of a 4N solution of hydrochloric acid in ethyl acetate and 10 cm3 of MeOH are added, at a temperature in the region of 20° C., to 4 g (7.23 mmol) of methyl (3R,4R)-1-tert-butyloxycarbonyl-4-[3-(3-fluoro-6-methoxyquinolin-4-yl)-3-oxopropyl]piperidine-3-carboxylate in solution in 20 cm3 of ethyl acetate. After stirring for 4 hours at a temperature in the region of 20° C., the reaction mixture is diluted with 25 cm3 of ethyl acetate and a 5N aqueous sodium hydroxide solution is then added in ... Reactants: CC(C)N(C(=O)CC#N)c1ccc2nc(S)sc2c1, CCNS(=O)(=O)c1ccc(C=O)cc1, C1CCNCC1, CCO. Yields the product CCNS(=O)(=O)c1ccc(C=C(C#N)C(=O)N(c2ccc3nc(S)sc3c2)C(C)C)cc1. Reaction SMILES: [C:1](#[N:2])[CH2:3][C:4](=[O:5])[N:6]([c:7]1[cH:8][c:9]2[c:10]([n:11][c:12]([SH:14])[s:13]2)[cH:15][cH:16]1)[CH:17]([CH3:18])[CH3:19].[CH2:20]([CH3:21])[NH:22][S:23](=[O:24])(=[O:25])[c:26]1[cH:27][cH:28][c:29]([CH:32]=[O:33])[cH:30][cH:31]1.[CH2:34]1[CH2:35][CH2:36][NH:37][CH2:38][CH2:39]1.[CH3:40][CH2:41][OH:42]>>[C:1](#[N:2])[C:3]([C:4](=[O:5])[N:6]([c:7]1[cH:8][c:9]2[c:10]([n:11][c:12]([SH:14])[s:13]2)[cH:15][cH:16]1)[CH:17]([CH3:18])[CH3:19])=[CH:32][c:29]1[cH:28][cH:27][c:26]([S:23]([NH:22][CH2:20][CH3:21])(=[O:24])=[O:25])[cH:31][cH:30]1. Procedure details: A solution of 4-[1-(1-cyclopentylbut-3-yn-1-yl)-1H-pyrazol-4-yl]-7-[2-(trimethylsilyl)-ethoxy]methyl-7H-pyrrolo[2,3-d]pyrimidine (52 mg, 0.12 mmol) in DCM (3 mL) and TFA (1 mL) was stirred for 2 hours. The solvents were removed in vacuo. The resulting residue was dissolved in THF (3 mL) and 6N NaOH (2 mL) was added. After stirring for 1 hour, the mixture was partitioned between water and ethyl acetate. The organic layer was dried over sodium sulfate and the solvent was removed in vacuo. Purifica... The product is FC(C(=O)O)(F)F.C1(CCCC1)C(CC#C)N1N=CC(=C1)C=1C2=C(N=CN1)NC=C2 (4-[1-(1-Cyclopentylbut-3-yn-1-yl)-1H-pyrazol-4-yl]-7H-pyrrolo[2,3-d]pyrimidine trifluoroacetate salt). Reaction SMILES: [CH:1]1([CH:6]([N:10]2[CH:14]=[C:13]([C:15]3[C:16]4[CH:23]=[CH:22][N:21](COCC[Si](C)(C)C)[C:17]=4[N:18]=[CH:19][N:20]=3)[CH:12]=[N:11]2)[CH2:7][C:8]#[CH:9])[CH2:5][CH2:4][CH2:3][CH2:2]1.[C:32]([OH:38])([C:34]([F:37])([F:36])[F:35])=[O:33]>C(Cl)Cl>[F:35][C:34]([F:37])([F:36])[C:32]([OH:38])=[O:33].[CH:1]1([CH:6]([N:10]2[CH:14]=[C:13]([C:15]3[C:16]4[CH:23]=[CH:22][NH:21][C:17]=4[N:18]=[CH:19][N:20]=3)[CH:12]=[N:11]2)[CH2:7][C:8]#[CH:9])[CH2:5][CH2:4][CH2:3][CH2:2]1 |f:3.4|. Reaction conditions: time 1 hour. Solvent: C(Cl)Cl (DCM). Yield: 60.0%. Reactants: C1(CCCC1)C(CC#C)N1N=CC(=C1)C=1C2=C(N=CN1)N(C=C2)COCC[Si](C)(C)C (4-[1-(1-cyclopentylbut-3-yn-1-yl)-1H-pyrazol-4-yl]-7-[2-(trimethylsilyl)-ethoxy]methyl-7H-pyrrolo[2,3-d]pyrimidine), C(=O)(C(F)(F)F)O (TFA).